describe an organic reaction: reactants, conditions, products, and yield From a dataset of the Open Reaction Database (ORD), a public repository of structured organic reaction records. Starting materials: CCO, Cl, [K+], NO, [OH-], O, O=C(O)C(=S)Cc1c(-c2ccccc2)nn2ccccc12. The product is O=C(O)C(Cc1c(-c2ccccc2)nn2ccccc12)=NO. As a reaction SMILES: [CH3:27][CH2:28][OH:29].[ClH:22].[K+:26].[NH2:23][OH:24].[OH-:25].[OH2:30].[c:1]1(-[c:7]2[n:8][n:9]3[c:10]([cH:11][cH:12][cH:13][cH:14]3)[c:15]2[CH2:16][C:17]([C:18](=[O:19])[OH:20])=[S:21])[cH:2][cH:3][cH:4][cH:5][cH:6]1>>[c:1]1(-[c:7]2[n:8][n:9]3[c:10]([cH:11][cH:12][cH:13][cH:14]3)[c:15]2[CH2:16][C:17]([C:18](=[O:19])[OH:20])=[N:23][OH:24])[cH:2][cH:3][cH:4][cH:5][cH:6]1. Starting materials: ClC1=NC=CN=C1NC(C)C (2-chloro-3-(1-methylethylamino)pyrazine), N1CCNCC1 (piperazine), 0o. Run in Cl (hydrochloric acid), C=1(C(=CC=CC1)C)C (xylene). The product is CC(C)NC1=NC=CN=C1N1CCNCC1 (1-[2-(1-Methylethylamino)-3-pyrazinyl]piperazine). As a reaction SMILES: Cl[C:2]1[C:7]([NH:8][CH:9]([CH3:11])[CH3:10])=[N:6][CH:5]=[CH:4][N:3]=1.[NH:12]1[CH2:17][CH2:16][NH:15][CH2:14][CH2:13]1>C1(C)C(C)=CC=CC=1.Cl>[CH3:10][CH:9]([NH:8][C:7]1[C:2]([N:12]2[CH2:17][CH2:16][NH:15][CH2:14][CH2:13]2)=[N:3][CH:4]=[CH:5][N:6]=1)[CH3:11]. Reported procedure: A solution of 2-chloro-3-(1-methylethylamino)pyrazine (PREPARATION 24, 1.6 g) and piperazine (4.3 g) in xylene (10 ml) is refluxed for 26 hr. The mixture is cooled to 0o and diluted with concentrated hydrochloric acid (8 ml). The xylene is decanted and ether is added and also decanted from the salts. The salts are diluted with excess aqueous sodium hydroxide (5%) and dichloromethane. The phases are separated. The aqueous phase is extracted three more times with dichloromethane. The combined orga... Starting materials: O=S(=O)(Cl)c1cccc(Cl)c1, COc1nc(Cl)cnc1N. Product: COc1nc(Cl)cnc1NS(=O)(=O)c1cccc(Cl)c1. RXN SMILES: [Cl:11][c:12]1[cH:13][c:14]([S:18](=[O:19])(=[O:20])[Cl:21])[cH:15][cH:16][cH:17]1.[Cl:1][c:2]1[n:3][c:4]([O:9][CH3:10])[c:5]([NH2:8])[n:6][cH:7]1>>[Cl:1][c:2]1[n:3][c:4]([O:9][CH3:10])[c:5]([NH:8][S:18]([c:14]2[cH:13][c:12]([Cl:11])[cH:17][cH:16][cH:15]2)(=[O:19])=[O:20])[n:6][cH:7]1. Starting materials: NC(=O)CBr, N#Cc1c(N)nc(S)c(C#N)c1-c1cc(Cl)c(O)c(Cl)c1, [Na+], O=C([O-])O, CN(C)C=O, O. Yields the product N#Cc1c(N)nc(CC(N)=O)c(C#N)c1-c1cc(Cl)c(O)c(Cl)c1. RXN SMILES: [Br:22][CH2:23][C:24](=[O:25])[NH2:26].[NH2:1][c:2]1[n:3][c:4]([SH:21])[c:5]([C:19]#[N:20])[c:6](-[c:10]2[cH:11][c:12]([Cl:18])[c:13]([OH:17])[c:14]([Cl:16])[cH:15]2)[c:7]1[C:8]#[N:9].[Na+:31].[O-:27][C:28]([OH:29])=[O:30].[O:32]=[CH:33][N:34]([CH3:35])[CH3:36].[OH2:37]>>[NH2:1][c:2]1[n:3][c:4]([CH2:23][C:24](=[O:25])[NH2:26])[c:5]([C:19]#[N:20])[c:6](-[c:10]2[cH:11][c:12]([Cl:18])[c:13]([OH:17])[c:14]([Cl:16])[cH:15]2)[c:7]1[C:8]#[N:9].